This data is from the Open Reaction Database (ORD), a public repository of structured organic reaction records. The task is: describe an organic reaction: reactants, conditions, products, and yield The reactants are CS(=O)(=O)CC#N (2-(methylsulfonyl)acetonitrile), C([O-])([O-])=O.[K+].[K+] (potassium carbonate), CN(C)C=O (DMF), IC (iodomethane). Run at time 15 minute. Yields the product CC(C#N)(C)S(=O)(=O)C (2-Methyl-2-(methylsulfonyl)propanenitrile). Isolated yield 78.0%. As a reaction SMILES: [CH3:1][S:2]([CH2:5][C:6]#N)(=[O:4])=[O:3].C(=O)([O-])[O-].[K+].[K+].I[CH3:15].C[N:17]([CH:19]=O)C>>[CH3:15][C:5]([S:2]([CH3:1])(=[O:4])=[O:3])([CH3:6])[C:19]#[N:17] |f:1.2.3|. Procedure: To a solution of 2-(methylsulfonyl)acetonitrile (60 g, 504 mmol) in DMF (252 mL) at 0° C. was added potassium carbonate (209 g, 1511 mmol) portion-wise, followed by iodomethane (136 mL, 1511 mmol). After 15 minutes, the ice bath was removed and the reaction was stirred at RT for 48 hours. The reaction mixture was filtered through a Celite pad, and the filter cake was rinsed with ethyl acetate and ether. The combined filtrates were concentrated and partitioned between ether and water. The organic...